This data is from the Open Reaction Database (ORD), a public repository of structured organic reaction records. The task is: describe an organic reaction: reactants, conditions, products, and yield Reactants: FC=1C=CC2=C(C(CCO2)(C(=O)OC)CO)C1 (Methyl 6-fluoro-3,4-dihydro-4-(hydroxymethyl)-2H-benzopyran-4-carboxylate), [OH-].[Na+] (NaOH). The solvent is C(Cl)Cl.CCOCC (CH2Cl2 ether). Product: FC=1C=CC2=C(C(CCO2)(C(=O)O)CO)C1 (6-fluoro-3,4-dihydro-4-(hydroxymethyl)-2H-benzopyran-4-carboxylic acid). Yield: 41.2%. Reaction SMILES: [F:1][C:2]1[CH:3]=[CH:4][C:5]2[O:10][CH2:9][CH2:8][C:7]([CH2:15][OH:16])([C:11]([O:13]C)=[O:12])[C:6]=2[CH:17]=1.[OH-].[Na+]>C(Cl)Cl.CCOCC>[F:1][C:2]1[CH:3]=[CH:4][C:5]2[O:10][CH2:9][CH2:8][C:7]([CH2:15][OH:16])([C:11]([OH:13])=[O:12])[C:6]=2[CH:17]=1 |f:1.2,3.4|. Procedure: To a solution of 7 g (0.029 mole) Methyl 6-fluoro-3,4-dihydro-4-(hydroxymethyl)-2H-benzopyran-4-carboxylate in 200 mL of McOH was added 7.2 mL of 5N NaOH. The reaction was heated on a steam bath overnight then cooled to room temperature. The MeOH was evaporated and the residue dissolved in water then acidified to pH 4.0 with concentrated HCl. The aqueous was extracted with EtOAc and the EtOAc layer was dried over Na2SO4, filtered and evaporated to give 6 g of crude product. Chromatography on 160... The reactants are [Cl-].[NH4+] (ammonium chloride), ClC1=CC=C(C=C1)C=1CCN(CC1)CCCC#N (4-[4-(4-chlorophenyl)-1,2,3,6-tetrahydropyridin-1-yl]butyronitrile), solution, [H-].[Al+3].[Li+].[H-].[H-].[H-] (lithium aluminum hydride). Run in O1CCCC1 (tetrahydrofuran), O1CCCC1 (tetrahydrofuran). Reaction conditions: time 1 hour. Yields the product ClC1=CC=C(C=C1)C=1CCN(CC1)CCCCN (4-[4-[4-chlorophenyl)-1,2,3,6-tetrahydropyridin-1-yl]butylamine). Yield: 54.4%. RXN SMILES: [Cl:1][C:2]1[CH:7]=[CH:6][C:5]([C:8]2[CH2:9][CH2:10][N:11]([CH2:14][CH2:15][CH2:16][C:17]#[N:18])[CH2:12][CH:13]=2)=[CH:4][CH:3]=1.[H-].[Al+3].[Li+].[H-].[H-].[H-].[Cl-].[NH4+]>O1CCCC1>[Cl:1][C:2]1[CH:7]=[CH:6][C:5]([C:8]2[CH2:13][CH2:12][N:11]([CH2:14][CH2:15][CH2:16][CH2:17][NH2:18])[CH2:10][CH:9]=2)=[CH:4][CH:3]=1 |f:1.2.3.4.5.6,7.8|. Reported procedure: To a stirred solution of 4-[4-(4-chlorophenyl)-1,2,3,6-tetrahydropyridin-1-yl]butyronitrile (13.0 g) in dry tetrahydrofuran (130 ml) was added 1M solution of lithium aluminum hydride in tetrahydrofuran (60 ml), and the mixture was stirred for 1 hour. After saturated aqueous ammonium chloride solution (10 ml) was added with stirring, the organic layer was separated by decantation, dried over magnesium sulfate and evaporated to dryness to give an oil of 4-[4-[4-chlorophenyl)-1,2,3,6-tetrahydropyri...